From a dataset of the Open Reaction Database (ORD), a public repository of structured organic reaction records. describe an organic reaction: reactants, conditions, products, and yield Reactants: COC(=O)C=1[C@@H](N=C(NC1CBr)C=1SC=CN1)C1=C(C=C(C=C1)F)Cl ((R)-6-bromomethyl-4-(2-chloro-4-fluoro-phenyl)-2-thiazol-2-yl-1,4-dihydro-pyrimidine-5-carboxylic acid methyl ester), FC1(C[C@H](NC1)C(=O)O)F ((S)-4,4-difluoro-pyrrolidine-2-carboxylic acid), CCN(C(C)C)C(C)C (DIPEA). Solvent: CCOC(=O)C (EtOAc), ClCCCl (1,2-dichloroethane). Product: COC(=O)C=1[C@@H](N=C(NC1CN1[C@@H](CC(C1)(F)F)C(=O)O)C=1SC=CN1)C1=C(C=C(C=C1)F)Cl ((R)-6-((S)-2-carboxy-4,4-difluoro-pyrrolidin-1-ylmethyl)-4-(2-chloro-4-fluoro-phenyl)-2-thiazol-2-yl-1,4-dihydro-pyrimidine-5-carboxylic acid methyl ester). RXN SMILES: [CH3:1][O:2][C:3]([C:5]1[C@H:6]([C:18]2[CH:23]=[CH:22][C:21]([F:24])=[CH:20][C:19]=2[Cl:25])[N:7]=[C:8]([C:13]2[S:14][CH:15]=[CH:16][N:17]=2)[NH:9][C:10]=1[CH2:11]Br)=[O:4].[F:26][C:27]1([F:35])[CH2:31][NH:30][C@H:29]([C:32]([OH:34])=[O:33])[CH2:28]1.CCN(C(C)C)C(C)C>ClCCCl.CCOC(C)=O>[CH3:1][O:2][C:3]([C:5]1[C@H:6]([C:18]2[CH:23]=[CH:22][C:21]([F:24])=[CH:20][C:19]=2[Cl:25])[N:7]=[C:8]([C:13]2[S:14][CH:15]=[CH:16][N:17]=2)[NH:9][C:10]=1[CH2:11][N:30]1[CH2:31][C:27]([F:35])([F:26])[CH2:28][C@H:29]1[C:32]([OH:34])=[O:33])=[O:4]. Procedure: To a stirred solution of (R)-6-bromomethyl-4-(2-chloro-4-fluoro-phenyl)-2-thiazol-2-yl-1,4-dihydro-pyrimidine-5-carboxylic acid methyl ester (0.049 g, 0.11 mmol) and (S)-4,4-difluoro-pyrrolidine-2-carboxylic acid (0.044 g, 0.17 mmol) in 1,2-dichloroethane (5 mL) was added dropwise DIPEA (0.078 mL, 0.45 mmol). The reaction mixture was stirred at room temperature until the disappearance of starting material which was checked by LC/MS. The mixture was diluted with EtOAc (50 mL) and washed successiv... The reactants are OC1CNCCC1C(=O)OCC (Ethyl 3-hydroxy-4-piperidinecarboxylate), BrC1=NC=CC=C1Cl (2-bromo-3-chloropyridine), C([O-])([O-])=O.[K+].[K+] (potassium carbonate). Run at temperature 90 celsius. Yields the product ClC=1C(=NC=CC1)N1CC(C(CC1)C(=O)OCC)O (ethyl 1-(3-chloro-2-pyridinyl)-3-hydroxy-4-piperidinecarboxylate). Reaction SMILES: [OH:1][CH:2]1[CH:7]([C:8]([O:10][CH2:11][CH3:12])=[O:9])[CH2:6][CH2:5][NH:4][CH2:3]1.Br[C:14]1[C:19]([Cl:20])=[CH:18][CH:17]=[CH:16][N:15]=1.C(=O)([O-])[O-].[K+].[K+]>>[Cl:20][C:19]1[C:14]([N:4]2[CH2:5][CH2:6][CH:7]([C:8]([O:10][CH2:11][CH3:12])=[O:9])[CH:2]([OH:1])[CH2:3]2)=[N:15][CH:16]=[CH:17][CH:18]=1 |f:2.3.4|. Procedure: Ethyl 3-hydroxy-4-piperidinecarboxylate, 2-bromo-3-chloropyridine (700 mg, 3.6 mmol), and potassium carbonate (1.0 g, 7.2 mmol) were and heated at 90° C. for 2 days. Standard work-up gave the title compound.